Dataset: the Open Reaction Database (ORD), a public repository of structured organic reaction records. Task: describe an organic reaction: reactants, conditions, products, and yield Starting materials: [Cl-].[Li+] (lithium chloride), C1(CC1)CCO (2-cyclopropylethanol), CC1(CCCC(N1[O])(C)C)C (TEMPO), C(C)(=O)O.C(C)(=O)O.IC1=CC=CC=C1 (iodobenzene diacetate), C(C)OP(=O)(OCC)CC(=O)OC (methyl 2-(diethoxyphosphoryl)acetate), C1CCC2=NCCCN2CC1 (DBU), C1(CC1)CC=O (2-cyclopropylacetaldehyde). Solvent: C(C)#N (ACN), C(C)#N.C(Cl)Cl (ACN DCM). Conditions: time 8 hour. Yields the product C1(CC1)C/C=C/C(=O)OC (Methyl (2E)-4-cyclopropyl-2-butenoate). Reaction SMILES: [CH:1]1([CH2:4][CH2:5]O)[CH2:3][CH2:2]1.CC1(C)N([O])C(C)(C)CCC1.C(O)(=O)C.C(O)(=O)C.IC1C=CC=CC=1.[Cl-].[Li+].C(OP([CH2:43][C:44]([O:46][CH3:47])=[O:45])(OCC)=O)C.C1CCN2C(=NCCC2)CC1.C1(CC=O)CC1>C(#N)C.C(#N)C.C(Cl)Cl>[CH:1]1([CH2:4]/[CH:5]=[CH:43]/[C:44]([O:46][CH3:47])=[O:45])[CH2:2][CH2:3]1 |f:2.3.4,5.6,11.12,^1:10|. Procedure details: To a solution of 2-cyclopropylethanol (20.72 g, 240.6 mmol) (commercially available from Alfa Aesar) in 5:1 ACN/DCM (480 mL) were added TEMPO (1.879 g, 12.03 mmol) (commercially available from Aldrich) and iodobenzene diacetate (81.36 g, 252.6 mmol) (commercially available from Aldrich) as solids. The resulting slurry was stirred overnight at room temperature to afford a homogeneous solution. The reaction mixture was used directly in the next step. To a suspension of lithium chloride (15.30 g, 3... Reaction SMILES: Br[CH2:2][C:3]1[C:13]([Cl:14])=[N:12][CH:11]=[CH:10][C:4]=1[C:5]([O:7]CC)=O.Cl.[F:16][C:17]1[CH:18]=[C:19]([CH:31]=[CH:32][C:33]=1[F:34])[O:20][C:21]1[N:26]=[CH:25][C:24]([CH:27]([NH2:29])[CH3:28])=[CH:23][C:22]=1[CH3:30]>>[Cl:14][C:13]1[C:3]2[CH2:2][N:29]([CH:27]([C:24]3[CH:25]=[N:26][C:21]([O:20][C:19]4[CH:31]=[CH:32][C:33]([F:34])=[C:17]([F:16])[CH:18]=4)=[C:22]([CH3:30])[CH:23]=3)[CH3:28])[C:5](=[O:7])[C:4]=2[CH:10]=[CH:11][N:12]=1 |f:1.2|. The yield is 57.0%. Procedure: The title compound is prepared in 57% yield (190 mg, off white solid) from ethyl 3-(bromomethyl)-2-chloroisonicotinate (220 mg, 0.79 mmol, Step-1 of Intermediate-1) and 1-(6-(3,4-difluorophenoxy)-5-methylpyridin-3-yl)ethanamine hydrochloride (260 mg, 0.87 mmol, Amine-44, single enantiomer) in a similar manner to Intermediate-2. Starting materials: BrCC1=C(C(=O)OCC)C=CN=C1Cl (ethyl 3-(bromomethyl)-2-chloroisonicotinate), Cl.FC=1C=C(OC2=C(C=C(C=N2)C(C)N)C)C=CC1F (1-(6-(3,4-difluorophenoxy)-5-methylpyridin-3-yl)ethanamine hydrochloride). Product: ClC1=NC=CC2=C1CN(C2=O)C(C)C=2C=NC(=C(C2)C)OC2=CC(=C(C=C2)F)F (4-chloro-2-(1-(6-(3,4-difluorophenoxy)-5-methylpyridin-3-yl)ethyl)-2,3-dihydro-1H-pyrrolo[3,4-c]pyridin-1-one). Reactants: COC=1C=C(C(=CC1)C=1C(C(=O)O)=CC(=CC1)OC)C(=O)O (4,4'-dimethoxydiphenic acid), Br (HBr). Run in C(C)(=O)O (acetic acid). Yields the product OC=1C=C(C(=CC1)C=1C(C(=O)O)=CC(=CC1)O)C(=O)O (4,4'-dihydroxydiphenic acid). Yield: 91.2%. Reaction SMILES: C[O:2][C:3]1[CH:4]=[C:5]([C:20]([OH:22])=[O:21])[C:6]([C:9]2[C:10](=[CH:14][C:15]([O:18]C)=[CH:16][CH:17]=2)[C:11]([OH:13])=[O:12])=[CH:7][CH:8]=1.Br>C(O)(=O)C>[OH:2][C:3]1[CH:4]=[C:5]([C:20]([OH:22])=[O:21])[C:6]([C:9]2[C:10](=[CH:14][C:15]([OH:18])=[CH:16][CH:17]=2)[C:11]([OH:13])=[O:12])=[CH:7][CH:8]=1. Procedure details: The following reactants, 9.06 g of 4,4'-dimethoxydiphenic acid, 100 ml of glacial acetic acid and 50 g of 48% HBr were heated at reflux for 12 hours. After most of the solvent had been distilled off, water was added and the solution heated to dissolve the solid residue. The solution was decolorized twice using active charcoal and cooled to yield 7.5 g of white 4,4'-dihydroxydiphenic acid. Starting materials: CCO, Cl, NCCS, [Na+], [OH-], O=Cc1ccccc1OCCN1CCN(c2ccccc2)CC1. Product: c1ccc(N2CCN(CCOc3ccccc3C3NCCS3)CC2)cc1. RXN SMILES: [CH3:31][CH2:32][OH:33].[ClH:3].[NH2:4][CH2:5][CH2:6][SH:7].[Na+:2].[OH-:1].[c:8]1([N:14]2[CH2:15][CH2:16][N:17]([CH2:20][CH2:21][O:22][c:23]3[c:24]([CH:25]=[O:26])[cH:27][cH:28][cH:29][cH:30]3)[CH2:18][CH2:19]2)[cH:9][cH:10][cH:11][cH:12][cH:13]1>>[NH:4]1[CH2:5][CH2:6][S:7][CH:25]1[c:24]1[c:23]([O:22][CH2:21][CH2:20][N:17]2[CH2:16][CH2:15][N:14]([c:8]3[cH:9][cH:10][cH:11][cH:12][cH:13]3)[CH2:19][CH2:18]2)[cH:30][cH:29][cH:28][cH:27]1.